From a dataset of the Open Reaction Database (ORD), a public repository of structured organic reaction records. describe an organic reaction: reactants, conditions, products, and yield Starting materials: C(C)OC1=NC(=CC(N1)=O)C (2-ethoxy-6-methylpyrimidin-4(3H)-one), BrCC1=CC=C(C=C1)C=1C(=CC=CC1)C#N (4′-(bromomethyl)biphenyl-2-carbonitrile), C([O-])([O-])=O.[K+].[K+] (potassium carbonate). Run in C(C)#N (acetonitrile). Reaction conditions: temperature 50 celsius, time 12 hour. Product: C(C)OC=1N(C(C=C(N1)C)=O)CC1=CC=C(C=C1)C=1C(=CC=CC1)C#N (4′-[(2-ethoxy-4-methyl-6-oxopyrimidin-1(6H)-yl)methyl]biphenyl-2-carbonitrile). Yield: 56.0%. As a reaction SMILES: [CH2:1]([O:3][C:4]1[NH:9][C:8](=[O:10])[CH:7]=[C:6]([CH3:11])[N:5]=1)[CH3:2].Br[CH2:13][C:14]1[CH:19]=[CH:18][C:17]([C:20]2[C:21]([C:26]#[N:27])=[CH:22][CH:23]=[CH:24][CH:25]=2)=[CH:16][CH:15]=1.C(=O)([O-])[O-].[K+].[K+]>C(#N)C>[CH2:1]([O:3][C:4]1[N:9]([CH2:13][C:14]2[CH:15]=[CH:16][C:17]([C:20]3[C:21]([C:26]#[N:27])=[CH:22][CH:23]=[CH:24][CH:25]=3)=[CH:18][CH:19]=2)[C:8](=[O:10])[CH:7]=[C:6]([CH3:11])[N:5]=1)[CH3:2] |f:2.3.4|. Procedure details: To a solution of 2-ethoxy-6-methylpyrimidin-4(3H)-one (4.9 g) and 4′-(bromomethyl)biphenyl-2-carbonitrile (10.3 g) in acetonitrile (120 mL) was added potassium carbonate (5.24 g), and the mixture was stirred at 50° C. for 12 hr. The insoluble material was filtered off, and the filtrate was concentrated. The residue was purified by silica gel column chromatography to give the title compound (6.15 g, 56%) as a colorless solid. Reactants: C(#N)C=1C=C2C=3C[C@@H](CCC3N(C2=CC1)CC1=CC(=CC=C1)F)NC(C(C)C)=O ((R)-N-(6-Cyano-9-(3-fluorobenzyl)-2,3,4,9-tetrahydro-1H-carbazol-3-yl)isobutyramide), C(=O)O (formic acid). The reagents and catalysts are Al Ni, Al Ni. Run in CO (MeOH), O (water). Reaction conditions: temperature 90 celsius. The product is FC=1C=C(CN2C3=CC=C(C=C3C=3C[C@@H](CCC23)NC(C(C)C)=O)C=O)C=CC1 ((R)-N-[9-(3-Fluorobenzyl)-6-formyl-2,3,4,9-tetrahydro-1H-carbazol-3-yl]-isobutyramide). Isolated yield 89.0%. RXN SMILES: [C:1]([C:3]1[CH:4]=[C:5]2[C:13](=[CH:14][CH:15]=1)[N:12]([CH2:16][C:17]1[CH:22]=[CH:21][CH:20]=[C:19]([F:23])[CH:18]=1)[C:11]1[CH2:10][CH2:9][C@@H:8]([NH:24][C:25](=[O:29])[CH:26]([CH3:28])[CH3:27])[CH2:7][C:6]2=1)#N.C(O)=[O:31]>O.CO>[F:23][C:19]1[CH:18]=[C:17]([CH:22]=[CH:21][CH:20]=1)[CH2:16][N:12]1[C:11]2[CH2:10][CH2:9][C@@H:8]([NH:24][C:25](=[O:29])[CH:26]([CH3:27])[CH3:28])[CH2:7][C:6]=2[C:5]2[C:13]1=[CH:14][CH:15]=[C:3]([CH:1]=[O:31])[CH:4]=2. Procedure: Add Al—Ni catalyst [12635-27-7] (3.0 g) to a solution of (R)-N-(6cyano9-(3-fluorobenzyl)-2,3,4,9-tetrahydro-1H-carbazol-3-yl)isobutyramide (Example 123) (2.50 g, 6.42 mmol) in formic acid (96%, 40 mL) and water (5 mL). Heat the reaction mixture to 90° C. for 18 h, then add 2 g fresh Al—Ni catalyst. Heat to reflux for 18 h, cool to 60° C., dilute with MeOH (30 mL), and resume heating. When reflux has begun, filter the reaction mixture while hot through filter paper. Concentrate the filtrate in-va... Reactants: solution, [F-].C(CCC)[N+](CCCC)(CCCC)CCCC (tetrabutylammonium fluoride), C1CCOC1 (THF), C1CCOC1 (THF), O (water). Conditions: time 1.5 hour. Product: C(C1=CC=CC=C1)N1C[C@H](CC1)F ((S)-1-Benzyl-3-fluoropyrrolidine). The yield is 71.0%. RXN SMILES: [F-:1].C([N+:6]([CH2:15][CH2:16][CH2:17][CH3:18])([CH2:11][CH2:12][CH2:13][CH3:14])CCCC)CCC.O.[CH2:20]1[CH2:24]OC[CH2:21]1>>[CH2:15]([N:6]1[CH2:11][CH2:12][C@H:13]([F:1])[CH2:14]1)[C:16]1[CH:17]=[CH:18][CH:24]=[CH:20][CH:21]=1 |f:0.1|. Reported procedure: To a solution of (R)-1-benzyl-3-pyrrolidinoltosylate (3.06 g, 9.24 mmol) in THF (30 ml) was added 1.0M solution of tetrabutylammonium fluoride in THF (37.0 ml, 37.0 mmol) at room temperature. After 1.5 h stirring at reflux temperature, water (150 ml) was added to the reaction mixture and the mixture was extracted with ethyl acetate (100 ml×2). The combined extract was washed with water, brine, dried (Na2SO4), and concentrated to give brown oil, which was purified by column chromatography (silica... The solvent is Br (HBr). Yield: 98.0%. Reported procedure: 2.88 g (0.00936 mol) of rac-cis-2,3,3a,4,5,9b-hexahydro-6-methoxy-3-phenethyl-1H-benzo[e]indole were dissolved in 0.106 l of 48% aqueous HBr and boiled under reflux for 5 hours. The mixture was poured into an ice-cold aqueous solution of 37.4 g (0.936 mol) of NaOH. Then, solid NaHO3 was added thereto and the mixture was extracted three times with CH2Cl2. The organic phase was washed with saturated aqueous NaHCO3 and NaCl solutions, dried with Na2SO4, filtered and concentrated. By chromatography ... RXN SMILES: C[O:2][C:3]1[C:15]2[CH2:14][CH2:13][C@H:12]3[C@H:8]([CH2:9][CH2:10][N:11]3[CH2:16][CH2:17][C:18]3[CH:23]=[CH:22][CH:21]=[CH:20][CH:19]=3)[C:7]=2[CH:6]=[CH:5][CH:4]=1.[OH-].[Na+]>Br>[CH2:16]([N:11]1[C@@H:12]2[C@@H:8]([C:7]3[CH:6]=[CH:5][CH:4]=[C:3]([OH:2])[C:15]=3[CH2:14][CH2:13]2)[CH2:9][CH2:10]1)[CH2:17][C:18]1[CH:19]=[CH:20][CH:21]=[CH:22][CH:23]=1 |f:1.2|. Yields the product C(CC1=CC=CC=C1)N1CC[C@@H]2C3=C(CC[C@H]12)C(=CC=C3)O (rac-cis-2,3,3a,4,5,9b-hexahydro-3-phenethyl-1H-benzo[e]indol-6-ol). Reactants: NaHO3, ice, [OH-].[Na+] (NaOH), COC1=CC=CC=2[C@H]3CCN([C@H]3CCC21)CCC2=CC=CC=C2 (rac-cis-2,3,3a,4,5,9b-hexahydro-6-methoxy-3-phenethyl-1H-benzo[e]indole).